This data is from the Open Reaction Database (ORD), a public repository of structured organic reaction records. The task is: describe an organic reaction: reactants, conditions, products, and yield Reactants: BrCC1=CC=C(C(=O)OC)C=C1 (methyl 4-(bromomethyl)benzoate), FC=1C=C(C=CC1)B(O)O (3-fluorophenylboronic acid), C(C)(C)N(C(C)C)CC (N,N-diisopropylethylamine), ClCCl (dichloromethane). Reagents/catalysts: C1=CC=C(C=C1)P([C-]2C=CC=C2)C3=CC=CC=C3.C1=CC=C(C=C1)P([C-]2C=CC=C2)C3=CC=CC=C3.Cl[Pd]Cl.[Fe+2] ([1,1′-bis(diphenylphosphino)ferrocene]palladium(II) chloride). Solvent: O (water), C(OC)COC (dimethoxyethane). Yields the product FC=1C=C(CC=2C=C(C(=O)OC)C=CC2)C=CC1 (methyl 3-(3-fluorobenzyl)benzoate). The yield is 84.8%. RXN SMILES: BrC[C:3]1[CH:12]=[CH:11][C:6]([C:7]([O:9][CH3:10])=[O:8])=[CH:5][CH:4]=1.[F:13][C:14]1[CH:15]=[C:16](B(O)O)[CH:17]=[CH:18][CH:19]=1.[CH:23](N(CC)C(C)C)(C)C.ClCCl>O.C(COC)OC.C1C=CC(P(C2C=CC=CC=2)[C-]2C=CC=C2)=CC=1.C1C=CC(P(C2C=CC=CC=2)[C-]2C=CC=C2)=CC=1.Cl[Pd]Cl.[Fe+2]>[F:13][C:14]1[CH:15]=[C:16]([CH:17]=[CH:18][CH:19]=1)[CH2:23][C:12]1[CH:11]=[C:6]([CH:5]=[CH:4][CH:3]=1)[C:7]([O:9][CH3:10])=[O:8] |f:6.7.8.9|. Procedure: A mixture of methyl 4-(bromomethyl)benzoate (1.00 g; 4.36 mmol), 3-fluorophenylboronic acid (0.371 g; 4.80 mmol), N,N-diisopropylethylamine (1.5 mL; 8.73 mmol) and [1,1′-bis(diphenylphosphino)ferrocene]palladium(II) chloride, complex with dichloromethane (0.356 g; 0.436 mmol) in water (2 mL) and dimethoxyethane (6 mL) was irradiated in a microwave oven at 130° C. for 15 minutes. The resulting mixture was partitioned between water and ethyl acetate and the phases were separated. The organic layer... The reactants are CC(=O)O, CCOC(=O)COc1ncccc1Oc1cc(-n2c(=O)cc(C(F)(F)F)n(C)c2=O)c(F)cc1[N+](=O)[O-], [Fe], O. Product: CCOC(=O)COc1ncccc1Oc1cc(-n2c(=O)cc(C(F)(F)F)n(C)c2=O)c(F)cc1N. Reaction SMILES: [CH3:39][C:40](=[O:41])[OH:42].[F:2][c:3]1[cH:4][c:5]([N+:36]([O-:37])=[O:38])[c:6]([O:7][c:8]2[c:9]([O:14][CH2:15][C:16](=[O:17])[O:18][CH2:19][CH3:20])[n:10][cH:11][cH:12][cH:13]2)[cH:21][c:22]1-[n:23]1[c:24](=[O:35])[n:25]([CH3:34])[c:26]([C:30]([F:31])([F:32])[F:33])[cH:27][c:28]1=[O:29].[Fe:43].[OH2:1]>>[F:2][c:3]1[cH:4][c:5]([NH2:36])[c:6]([O:7][c:8]2[c:9]([O:14][CH2:15][C:16](=[O:17])[O:18][CH2:19][CH3:20])[n:10][cH:11][cH:12][cH:13]2)[cH:21][c:22]1-[n:23]1[c:24](=[O:35])[n:25]([CH3:34])[c:26]([C:30]([F:31])([F:32])[F:33])[cH:27][c:28]1=[O:29]. The reactants are [18F]-FCPHA, C=1C=C[NH+]=CC1.[O-][Cr](=O)(=O)Cl (PCC), C(C1=CC=CC=C1)OCCCCCCO (6-benzyloxy-1-hexanol). Run in C(Cl)Cl (methylene chloride). Conditions: time 2 hour. Product: aldehyde, C(C1=CC=CC=C1)OCCCCCC=O (6-benzyloxy-1-hexanal). As a reaction SMILES: C1C=C[NH+]=CC=1.[O-][Cr](Cl)(=O)=O.[CH2:12]([O:19][CH2:20][CH2:21][CH2:22][CH2:23][CH2:24][CH2:25][OH:26])[C:13]1[CH:18]=[CH:17][CH:16]=[CH:15][CH:14]=1>C(Cl)Cl>[CH2:12]([O:19][CH2:20][CH2:21][CH2:22][CH2:23][CH2:24][CH:25]=[O:26])[C:13]1[CH:18]=[CH:17][CH:16]=[CH:15][CH:14]=1 |f:0.1|. Reported procedure: Synthesis of [18F]-FCPHA was performed using the following method. PCC (pyridinium chlorochromate; 24.8 g, 115.2 mmol) was slowly added in portions to a solution of 6-benzyloxy-1-hexanol (20 g, 96 mmol) in 200 ml of methylene chloride at room temperature (25° C., RT). The black mixture was stirred for 2 hours, and filtered through 50 g of silica gel. The solvent was removed and the crude oil was separated chromatographically on silica gel using a mixture of hexane:ethyl acetate at a ratio of 90:... Reactants: C1CCOC1, c1nc(NC2=NCC3(CN4CCC3CC4)O2)cc(OC2CCCC2)n1, O=C(OO)c1cccc(Cl)c1. Product: [O-][N+]12CCC(CC1)C1(CN=C(Nc3cc(OC4CCCC4)ncn3)O1)C2. RXN SMILES: [CH2:37]1[O:38][CH2:39][CH2:40][CH2:41]1.[CH:12]1([O:17][c:18]2[cH:19][c:20]([NH:24][C:25]3=[N:29][CH2:28][C:27]4([O:26]3)[CH2:30][N:31]3[CH2:32][CH2:33][CH:34]4[CH2:35][CH2:36]3)[n:21][cH:22][n:23]2)[CH2:13][CH2:14][CH2:15][CH2:16]1.[OH:1][O:2][C:3]([c:4]1[cH:5][c:6]([Cl:7])[cH:8][cH:9][cH:10]1)=[O:11]>>[O-:1][N+:31]12[CH2:30][C:27]3([O:26][C:25]([NH:24][c:20]4[cH:19][c:18]([O:17][CH:12]5[CH2:13][CH2:14][CH2:15][CH2:16]5)[n:23][cH:22][n:21]4)=[N:29][CH2:28]3)[CH:34]([CH2:33][CH2:32]1)[CH2:35][CH2:36]2. The reactants are CCCCCS(=O)(=O)NC(=O)c1ccc([N+](=O)[O-])c(NC(C)=O)c1, CCO, O. The product is CCCCCS(=O)(=O)NC(=O)c1ccc([N+](=O)[O-])c(N)c1. Reaction SMILES: [CH2:1]([CH2:2][CH2:3][CH2:4][CH3:5])[S:6](=[O:7])(=[O:8])[NH:9][C:10]([c:11]1[cH:12][c:13]([NH:20][C:21](=[O:22])[CH3:23])[c:14]([N+:17](=[O:18])[O-:19])[cH:15][cH:16]1)=[O:24].[CH3:26][CH2:27][OH:28].[OH2:25]>>[CH2:1]([CH2:2][CH2:3][CH2:4][CH3:5])[S:6](=[O:7])(=[O:8])[NH:9][C:10]([c:11]1[cH:12][c:13]([NH2:20])[c:14]([N+:17](=[O:18])[O-:19])[cH:15][cH:16]1)=[O:24]. The reactants are CN1CCN(CC1)N1C(SCC1=O)=O (3-(4-methyl-piperazin-1-yl)-thiazolidine-2,4-dione), ClC1=CC(=C(CN2N=CC3=CC(=CC=C23)C=O)C=C1)C(F)(F)F ([4-chloro-2-(trifluoromethyl)benzyl]-1H-indazol-5-carbaldehyde). The product is ClC1=CC(=C(CN2N=CC3=CC(=CC=C23)\C=C/2\C(N(C(S2)=O)N2CCN(CC2)C)=O)C=C1)C(F)(F)F ((5Z)-5-({1-[4-Chloro-2-(trifluoromethyl)benzyl]-1H-indazol-5-yl}methylidene)-3-(4-methylpiperazin-1-yl)-1,3-thiazolidine-2,4-dione). Reaction SMILES: [CH3:1][N:2]1[CH2:7][CH2:6][N:5]([N:8]2[C:12](=[O:13])[CH2:11][S:10][C:9]2=[O:14])[CH2:4][CH2:3]1.[Cl:15][C:16]1[CH:33]=[CH:32][C:19]([CH2:20][N:21]2[C:29]3[C:24](=[CH:25][C:26]([CH:30]=O)=[CH:27][CH:28]=3)[CH:23]=[N:22]2)=[C:18]([C:34]([F:37])([F:36])[F:35])[CH:17]=1>>[Cl:15][C:16]1[CH:33]=[CH:32][C:19]([CH2:20][N:21]2[C:29]3[C:24](=[CH:25][C:26](/[CH:30]=[C:11]4/[C:12](=[O:13])[N:8]([N:5]5[CH2:4][CH2:3][N:2]([CH3:1])[CH2:7][CH2:6]5)[C:9](=[O:14])[S:10]/4)=[CH:27][CH:28]=3)[CH:23]=[N:22]2)=[C:18]([C:34]([F:35])([F:37])[F:36])[CH:17]=1. Reported procedure: (5Z)-5-({1-[4-Chloro-2-(trifluoromethyl)benzyl]-1H-indazol-5-yl}methylidene)-3-(4-methylpiperazin-1-yl)-1,3-thiazolidine-2,4-dione was prepared from 3-(4-methyl-piperazin-1-yl)-thiazolidine-2,4-dione and [4-chloro-2-(trifluoromethyl)benzyl]-1H-indazol-5-carbaldehyde (from Example 1) following General Procedure E. Starting materials: ClC1=CC(=C(C=C1)N1C(C=2CCCCC2C1S)=O)F (2-(4-chloro-2-fluorophenyl)-2,3,4,5,6,7-hexahydro-3-mercapto-1H-isoindol-1-one), CN=C=S (methyl isothiocyanate). Reagents/catalysts: C(C)N(CC)CC (triethylamine). The solvent is ClCCl (dichloromethane). Conditions: time 5 hour. The product is ClC1=CC(=C(C=C1)N1C(C=2CCCCC2C1SC(NC)=S)=O)F (2-(4-Chloro-2-fluorophenyl)-2,3,4,5,6,7-hexahydro-3-(N-methylthiocarbamoylthio)-1H-isoindol-1-one). The yield is 93.7%. Reaction SMILES: [Cl:1][C:2]1[CH:7]=[CH:6][C:5]([N:8]2[CH:16]([SH:17])[C:15]3[CH2:14][CH2:13][CH2:12][CH2:11][C:10]=3[C:9]2=[O:18])=[C:4]([F:19])[CH:3]=1.[CH3:20][N:21]=[C:22]=[S:23]>ClCCl.C(N(CC)CC)C>[Cl:1][C:2]1[CH:7]=[CH:6][C:5]([N:8]2[CH:16]([S:17][C:22](=[S:23])[NH:21][CH3:20])[C:15]3[CH2:14][CH2:13][CH2:12][CH2:11][C:10]=3[C:9]2=[O:18])=[C:4]([F:19])[CH:3]=1. Reported procedure: In 20 ml of dichloromethane was dissolved 3.0 g of 2-(4-chloro-2-fluorophenyl)-2,3,4,5,6,7-hexahydro-3-mercapto-1H-isoindol-1-one, and 0.8 g of methyl isothiocyanate, together with one drop of triethylamine, was added to the solution, followed by stirring at room temperature for 5 hours. The dichloromethane was distilled off under reduced pressure, and the resulting crystals were washed with cold ethanol and dried, thereby producing 3.5 g (yield of 94%) of the subject compound. Recrystallization...